From a dataset of the Open Reaction Database (ORD), a public repository of structured organic reaction records. describe an organic reaction: reactants, conditions, products, and yield Starting materials: C1CCOC1, COc1ccc(CN)cc1, O=C(O)c1ccc2c(c1)nc(COc1ccccc1)n2Cc1ccc(OC(F)(F)F)cc1. Product: COc1ccc(CNC(=O)c2ccc3c(c2)nc(COc2ccccc2)n3Cc2ccc(OC(F)(F)F)cc2)cc1. As a reaction SMILES: [CH2:43]1[O:44][CH2:45][CH2:46][CH2:47]1.[CH3:33][O:34][c:35]1[cH:36][cH:37][c:38]([CH2:39][NH2:40])[cH:41][cH:42]1.[O:1]([c:2]1[cH:3][cH:4][cH:5][cH:6][cH:7]1)[CH2:8][c:9]1[n:10][c:11]2[c:12]([n:13]1[CH2:14][c:15]1[cH:16][cH:17][c:18]([O:21][C:22]([F:23])([F:24])[F:25])[cH:19][cH:20]1)[cH:26][cH:27][c:28]([C:30](=[O:31])[OH:32])[cH:29]2>>[O:1]([c:2]1[cH:3][cH:4][cH:5][cH:6][cH:7]1)[CH2:8][c:9]1[n:10][c:11]2[c:12]([n:13]1[CH2:14][c:15]1[cH:16][cH:17][c:18]([O:21][C:22]([F:23])([F:24])[F:25])[cH:19][cH:20]1)[cH:26][cH:27][c:28]([C:30](=[O:32])[NH:40][CH2:39][c:38]1[cH:37][cH:36][c:35]([O:34][CH3:33])[cH:42][cH:41]1)[cH:29]2.